From a dataset of the Open Reaction Database (ORD), a public repository of structured organic reaction records. describe an organic reaction: reactants, conditions, products, and yield The reactants are C1CCN2C1=C(C=1C=NC=CC21)C=O (2,3-dihydro-1H-3a,6-diaza-cyclopenta[a]indene-8-carbaldehyde), C(C)(=O)[O-].[NH4+] (ammonium acetate), [N+](=O)([O-])CC (nitroethane). Run at temperature 100 celsius. Yields the product [N+](=O)([O-])C(=CC1=C2N(C=3C=CN=CC13)CCC2)C (8-(2-Nitro-propenyl)-2,3-dihydro-1H-3a,6-diaza-cyclopenta[a]indene). Yield: 77.0%. RXN SMILES: [CH2:1]1[C:5]2=[C:6]([CH:13]=O)[C:7]3[CH:8]=[N:9][CH:10]=[CH:11][C:12]=3[N:4]2[CH2:3][CH2:2]1.C([O-])(=O)C.[NH4+].[N+:20]([CH2:23][CH3:24])([O-:22])=[O:21]>>[N+:20]([C:23]([CH3:24])=[CH:13][C:6]1[C:7]2[CH:8]=[N:9][CH:10]=[CH:11][C:12]=2[N:4]2[CH2:3][CH2:2][CH2:1][C:5]=12)([O-:22])=[O:21] |f:1.2|. Reported procedure: To a solution of 2,3-dihydro-1H-3a,6-diaza-cyclopenta[a]indene-8-carbaldehyde (0.30 g 1.6 mMol) in nitroethane (3.00 ml) was added ammonium acetate (0.30 g 3.9 mMol) and the mixture was heated to 100° C. for 4 h with stirring under argon. The mixture was cooled to room temperature and purified by chromatography on silicagel gel (ca 30 g) eluting first with ethyl acetate (ca 100 ml) then with a mixture of ethyl acetate (9 parts) and methanol (1 part). The product fraction were combined, concentra... Procedure: In an analogous manner to that described in Example 44 (e), by alkylating tert-butyl (3RS,4RS)-4-[4-(3-methylamino-propoxy)-phenyl]-3-(naphthalen-2-ylmethoxy)-piperidine-1-carboxylate [Example 57 (e)] with benzyl bromide there was obtained tert-butyl (3RS,4RS)-4-[4-[3-(benzyl-methyl-amino)-propoxy]-phenyl]-3-(naphthalen-2-ylmethoxy)-piperidine-1-carboxylate as a colourless solid; MS: 595 (M+H)+. Starting materials: Example 44 ( e ), C(C1=CC=CC=C1)Br (benzyl bromide), CNCCCOC1=CC=C(C=C1)C1C(CN(CC1)C(=O)OC(C)(C)C)OCC1=CC2=CC=CC=C2C=C1 (tert-butyl (3RS,4RS)-4-[4-(3-methylamino-propoxy)-phenyl]-3-(naphthalen-2-ylmethoxy)-piperidine-1-carboxylate), Example 57 ( e ). Yields the product C(C1=CC=CC=C1)N(CCCOC1=CC=C(C=C1)C1C(CN(CC1)C(=O)OC(C)(C)C)OCC1=CC2=CC=CC=C2C=C1)C (tert-butyl (3RS,4RS)-4-[4-[3-(benzyl-methyl-amino)-propoxy]-phenyl]-3-(naphthalen-2-ylmethoxy)-piperidine-1-carboxylate). RXN SMILES: [CH3:1][NH:2][CH2:3][CH2:4][CH2:5][O:6][C:7]1[CH:12]=[CH:11][C:10]([CH:13]2[CH2:18][CH2:17][N:16]([C:19]([O:21][C:22]([CH3:25])([CH3:24])[CH3:23])=[O:20])[CH2:15][CH:14]2[O:26][CH2:27][C:28]2[CH:37]=[CH:36][C:35]3[C:30](=[CH:31][CH:32]=[CH:33][CH:34]=3)[CH:29]=2)=[CH:9][CH:8]=1.[CH2:38](Br)[C:39]1[CH:44]=[CH:43][CH:42]=[CH:41][CH:40]=1>>[CH2:38]([N:2]([CH3:1])[CH2:3][CH2:4][CH2:5][O:6][C:7]1[CH:12]=[CH:11][C:10]([CH:13]2[CH2:18][CH2:17][N:16]([C:19]([O:21][C:22]([CH3:23])([CH3:24])[CH3:25])=[O:20])[CH2:15][CH:14]2[O:26][CH2:27][C:28]2[CH:37]=[CH:36][C:35]3[C:30](=[CH:31][CH:32]=[CH:33][CH:34]=3)[CH:29]=2)=[CH:9][CH:8]=1)[C:39]1[CH:44]=[CH:43][CH:42]=[CH:41][CH:40]=1.